This data is from the Open Reaction Database (ORD), a public repository of structured organic reaction records. The task is: describe an organic reaction: reactants, conditions, products, and yield Reactants: BrC=1C=C(C=CC1C#N)N[C@H]1[C@H](CCCC1)NC(OC(C)(C)C)=O (tert-butyl (1S,2R)-2-(3-bromo-4-cyanophenylamino)cyclohexylcarbamate), FC1=CC=C(N)C=C1 (4-fluoroaniline), C=1C=CC(=CC1)P(C=2C=CC=CC2)C3=CC=C4C=CC=CC4=C3C5=C6C=CC=CC6=CC=C5P(C=7C=CC=CC7)C=8C=CC=CC8 (BINAP), C(=O)([O-])[O-].[K+].[K+] (K2CO3). The reagents and catalysts are CC(=O)[O-].CC(=O)[O-].[Pd+2] (Pd(OAc)2). Run in O1CCOCC1 (dioxane). Reaction conditions: time 16 hour. The product is C(#N)C1=C(C=C(C=C1)N[C@H]1[C@H](CCCC1)NC(OC(C)(C)C)=O)NC1=CC=C(C=C1)F (tert-butyl (1S,2R)-2-(4-cyano-3-(4-fluorophenylamino)phenylamino)cyclohexylcarbamate), crude residue. As a reaction SMILES: Br[C:2]1[CH:3]=[C:4]([NH:10][C@@H:11]2[CH2:16][CH2:15][CH2:14][CH2:13][C@@H:12]2[NH:17][C:18](=[O:24])[O:19][C:20]([CH3:23])([CH3:22])[CH3:21])[CH:5]=[CH:6][C:7]=1[C:8]#[N:9].[F:25][C:26]1[CH:32]=[CH:31][C:29]([NH2:30])=[CH:28][CH:27]=1.C1C=CC(P(C2C(C3C(P(C4C=CC=CC=4)C4C=CC=CC=4)=CC=C4C=3C=CC=C4)=C3C(C=CC=C3)=CC=2)C2C=CC=CC=2)=CC=1.C([O-])([O-])=O.[K+].[K+]>O1CCOCC1.CC([O-])=O.CC([O-])=O.[Pd+2]>[C:8]([C:7]1[CH:6]=[CH:5][C:4]([NH:10][C@@H:11]2[CH2:16][CH2:15][CH2:14][CH2:13][C@@H:12]2[NH:17][C:18](=[O:24])[O:19][C:20]([CH3:23])([CH3:22])[CH3:21])=[CH:3][C:2]=1[NH:30][C:29]1[CH:31]=[CH:32][C:26]([F:25])=[CH:27][CH:28]=1)#[N:9] |f:3.4.5,7.8.9|. Procedure details: A mixture of tert-butyl (1S,2R)-2-(3-bromo-4-cyanophenylamino)cyclohexylcarbamate (150 mg, 0.380 mmol), 4-fluoroaniline (75 uL, 0.792 mmol), BINAP (40 mg, 0.064 mmol), Pd(OAc)2 (25 mg, 0.11 mmol) and K2CO3 (150 mg, 1.08 mmol) in dioxane (3 mL) was degassed with Ar, then was stirred at 100 C for 16 h. EtOAc and water were added. The organic phase was separated, washed with 1N HCl, then with 5% NaHCO3, dried over Na2SO4, concentrated in vacuo to give tert-butyl (1S,2R)-2-(4-cyano-3-(4-fluorophenyl... Reactants: O=C1C(C(NC=2C=CC=C(C12)C(=O)OC)C1=NC=CC=C1)C1=CC=CC=C1 (methyl 4-oxo-3-phenyl-2-(pyridin-2-yl)-1,2,3,4-tetrahydroquinoline-5-carboxylate), O.NN (hydrazine monohydrate). Reaction conditions: time 3 hour. Product: C1(=CC=CC=C1)C1C(NC=2C=3C1=NNC(C3C=CC2)=O)C2=NC=CC=C2 (9-phenyl-8-(pyridin-2-yl)-8,9-dihydro-2H-pyrido[4,3,2-de]phthalazin-3(7H)-one). Isolated yield 37.0%. RXN SMILES: O=[C:2]1[C:11]2[C:10]([C:12]([O:14]C)=O)=[CH:9][CH:8]=[CH:7][C:6]=2[NH:5][CH:4]([C:16]2[CH:21]=[CH:20][CH:19]=[CH:18][N:17]=2)[CH:3]1[C:22]1[CH:27]=[CH:26][CH:25]=[CH:24][CH:23]=1.O.[NH2:29][NH2:30]>>[C:22]1([CH:3]2[C:2]3=[N:29][NH:30][C:12](=[O:14])[C:10]4[CH:9]=[CH:8][CH:7]=[C:6]([C:11]=43)[NH:5][CH:4]2[C:16]2[CH:21]=[CH:20][CH:19]=[CH:18][N:17]=2)[CH:23]=[CH:24][CH:25]=[CH:26][CH:27]=1 |f:1.2|. Procedure: A mixture of methyl 4-oxo-3-phenyl-2-(pyridin-2-yl)-1,2,3,4-tetrahydroquinoline-5-carboxylate (30 mg, 0.08 mmol) and hydrazine monohydrate (1 mL) was stirred at room temperature for 3 h. The resulting mixture was evaporated under reduced pressure to 10 mL and then filtered, 10 mg of 9-phenyl-8-(pyridin-2-yl)-8,9-dihydro-2H-pyrido[4,3,2-de]phthalazin-3(7H)-one was obtained, yield 37%. 1H-NMR (400 MHz, CDCl3) δ (ppm): 4.60 (d, 1H), 4.86-4.88 (m, 1H), 5.21 (s, 1H), 6.96 (dd, 1H), 7.08-7.17 (m, 4H),... The reactants are OC1CN(CCC1C1=CC=C(C=C1)OCCCOCC1=C(C=CC=C1)OC)C(=O)OC(C)(C)C (tert-butyl 3-hydroxy-4-{4-[3-(2-methoxybenzyloxy)propoxy]phenyl}piperidine-1-carboxylate), BrC1=C(C=C(C=C1)F)CCl (1-bromo-2-chloromethyl-4-fluorobenzene). Yields the product BrC1=C(COC2CN(CCC2C2=CC=C(C=C2)OCCCOCC2=C(C=CC=C2)OC)C(=O)OC(C)(C)C)C=C(C=C1)F (tert-Butyl 3-(2-bromo-5-fluorobenzyloxy)-4-{4-[3-(2-methoxybenzyloxy)propoxy]phenyl}piperidine-1-carboxylate). As a reaction SMILES: [OH:1][CH:2]1[CH:7]([C:8]2[CH:13]=[CH:12][C:11]([O:14][CH2:15][CH2:16][CH2:17][O:18][CH2:19][C:20]3[CH:25]=[CH:24][CH:23]=[CH:22][C:21]=3[O:26][CH3:27])=[CH:10][CH:9]=2)[CH2:6][CH2:5][N:4]([C:28]([O:30][C:31]([CH3:34])([CH3:33])[CH3:32])=[O:29])[CH2:3]1.[Br:35][C:36]1[CH:41]=[CH:40][C:39]([F:42])=[CH:38][C:37]=1[CH2:43]Cl>>[Br:35][C:36]1[CH:41]=[CH:40][C:39]([F:42])=[CH:38][C:37]=1[CH2:43][O:1][CH:2]1[CH:7]([C:8]2[CH:13]=[CH:12][C:11]([O:14][CH2:15][CH2:16][CH2:17][O:18][CH2:19][C:20]3[CH:25]=[CH:24][CH:23]=[CH:22][C:21]=3[O:26][CH3:27])=[CH:10][CH:9]=2)[CH2:6][CH2:5][N:4]([C:28]([O:30][C:31]([CH3:34])([CH3:33])[CH3:32])=[O:29])[CH2:3]1. Reported procedure: Analogously to Method D, 1.45 g of tert-butyl 3-hydroxy-4-{4-[3-(2-methoxybenzyloxy)propoxy]phenyl}piperidine-1-carboxylate and 0.816 g of 1-bromo-2-chloromethyl-4-fluorobenzene are reacted. The title compound is obtained as a yellowish oil. Rf=0.35 (1:2 EtOAc-heptane); Rt=6.39.